Dataset: the Open Reaction Database (ORD), a public repository of structured organic reaction records. Task: describe an organic reaction: reactants, conditions, products, and yield Procedure details: To a suspension of finely ground K2CO3 (4.26 g, 30 mmol) in 100 mL of ethyl acetate were added sequentially 5.65 g of ethyl cyanoacetate (50 mmol) and 9.1 g of ethyl dichlorocyanoacetate (50 mmol) at 0° C. Acrolein (6.72 g, 120 mmol) was added within a period of 1 h using a syringe pump. The resulting mixture was stirred at 5° C. for 3 hours, filtered through Celite with the aid of CH2Cl2, concentrated (25° C., 25 mm Hg), and distilled to give 15.6 of the title compound (77%). The product is 15.6, ClC(C(=O)OCC)(CCC=O)C#N (Ethyl 2-chloro-2-cyano-5-oxopentanoate). The yield is 77.0%. Solvent: C(C)(=O)OCC (ethyl acetate). Run at temperature 5 celsius, time 3 hour. Starting materials: C(=O)([O-])[O-].[K+].[K+] (K2CO3), C(=O)C=C (Acrolein), C(#N)CC(=O)OCC (ethyl cyanoacetate), ClC(C(=O)OCC)(C#N)Cl (ethyl dichlorocyanoacetate). As a reaction SMILES: C([O-])([O-])=O.[K+].[K+].[C:7]([CH2:9][C:10](OCC)=[O:11])#N.Cl[C:16]([Cl:24])([C:22]#[N:23])[C:17]([O:19][CH2:20][CH3:21])=[O:18].C(C=C)=O>C(OCC)(=O)C>[Cl:24][C:16]([C:22]#[N:23])([CH2:7][CH2:9][CH:10]=[O:11])[C:17]([O:19][CH2:20][CH3:21])=[O:18] |f:0.1.2|.